From a dataset of the Open Reaction Database (ORD), a public repository of structured organic reaction records. describe an organic reaction: reactants, conditions, products, and yield Starting materials: CC(C)CN1CCC(=O)CC1, CCOCC, CO, CNCc1cc2nc(Cl)nc(N3CCOCC3)c2s1. Product: CC(C)CN1CCC(N(C)Cc2cc3nc(Cl)nc(N4CCOCC4)c3s2)CC1. Reaction SMILES: [CH3:20][CH:21]([CH2:22][N:23]1[CH2:24][CH2:25][C:26](=[O:29])[CH2:27][CH2:28]1)[CH3:30].[CH3:31][CH2:32][O:33][CH2:34][CH3:35].[CH3:36][OH:37].[Cl:1][c:2]1[n:3][c:4]([N:14]2[CH2:15][CH2:16][O:17][CH2:18][CH2:19]2)[c:5]2[c:6]([n:7]1)[cH:8][c:9]([CH2:11][NH:12][CH3:13])[s:10]2>>[Cl:1][c:2]1[n:3][c:4]([N:14]2[CH2:15][CH2:16][O:17][CH2:18][CH2:19]2)[c:5]2[c:6]([n:7]1)[cH:8][c:9]([CH2:11][N:12]([CH3:13])[CH:26]1[CH2:25][CH2:24][N:23]([CH2:22][CH:21]([CH3:20])[CH3:30])[CH2:28][CH2:27]1)[s:10]2. As a reaction SMILES: [C:20](=[O:21])([O-:22])[O-:23].[CH2:15]1[CH2:16][CH2:17][NH:18][CH2:19]1.[CH:26]([O:27][CH:28]([CH3:29])[CH3:30])([CH3:31])[CH3:32].[Cl:1][CH2:2][c:3]1[o:4][c:5]2[c:6]([n:7]1)[cH:8][c:9]([N+:12](=[O:13])[O-:14])[cH:10][cH:11]2.[K+:24].[K+:25].[O:33]=[CH:34][N:35]([CH3:36])[CH3:37].[OH2:38]>>[CH2:2]([c:3]1[o:4][c:5]2[c:6]([n:7]1)[cH:8][c:9]([N+:12](=[O:13])[O-:14])[cH:10][cH:11]2)[N:18]1[CH2:17][CH2:16][CH2:15][CH2:19]1. Yields the product O=[N+]([O-])c1ccc2oc(CN3CCCC3)nc2c1. Reactants: O=C([O-])[O-], C1CCNC1, CC(C)OC(C)C, O=[N+]([O-])c1ccc2oc(CCl)nc2c1, [K+], [K+], CN(C)C=O, O. Reactants: [O-]C#N.[Na+] (sodium cyanate), NC1=NC(=CC(=N1)OC)C (2-amino-4-methoxy-6-methylpyrimidine), COC(=O)C=1C=NN(C1S(=O)(=O)N)C (4-methoxycarbonyl-1-methylpyrazole-5-sulfonamide). Yield: 108.3%. The reagents and catalysts are N1=CC=CC=C1 (pyridine). Reported procedure: 23.8 g of 4-methoxycarbonyl-1-methylpyrazole-5-sulfonamide was dissolved in 100 g of acetonitrile and 8.0 g of sodium cyanate and 13.9 g of 2-amino-4-methoxy-6-methylpyrimidine were added thereto with stirring. The reaction mixture was maintained at 40° C. for about 10 minutes. To this mixture was added dropwise 0.3 g of pyridine over 5 minutes. The whole mixture was vigorously and continuously stirred for 2 hours while maintaining the temperature of 40° to 45° C. to complete the reaction. The m... As a reaction SMILES: COC([C:5]1[CH:6]=[N:7][N:8]([CH3:14])[C:9]=1[S:10]([NH2:13])(=[O:12])=[O:11])=O.[O-:15][C:16]#N.[Na+].[NH2:19][C:20]1[N:25]=[C:24]([O:26][CH3:27])[CH:23]=[C:22]([CH3:28])[N:21]=1>C(#N)C.N1C=CC=CC=1>[CH3:27][O:26][C:24]1[CH:23]=[C:22]([CH3:28])[N:21]=[C:20]([NH:19][C:16]([NH:13][S:10]([C:9]2[N:8]([CH3:14])[N:7]=[CH:6][CH:5]=2)(=[O:11])=[O:12])=[O:15])[N:25]=1 |f:1.2|. Reaction conditions: temperature 40 celsius. Solvent: C(C)#N (acetonitrile). Yields the product COC1=NC(=NC(=C1)C)NC(=O)NS(=O)(=O)C1=CC=NN1C (N-[(4-methoxy-6-methylpyrimidin-2-yl)-aminocarbonyl]-1-methylpyrazole-5-sulfonamide). Starting materials: O.NN (hydrazine hydrate), O=C1C2=C(N3C([C@H]4N1CCC4)=C(N=C3)C(=O)OCC)C=CS2 (ethyl (S)-10,11,12,12a-tetrahydro-8-oxo-8H-imidazo[5,1-c]pyrrolo[1,2-a]thieno[3,2-e][1,4]diazepine-1-carboxylate). Run in C(C)O (ethanol). Yields the product O=C1C2=C(N3C([C@H]4N1CCC4)=C(N=C3)C(=O)NN)C=CS2 ((S)-10,11,12,12a-tetrahydro-8-oxo-8H-imidazo[5,1-c]pyrrolo[1,2-a]thieno[3,2-e][1,4]diazepine-1-carboxylic acid hydrazide). Isolated yield 94.0%. RXN SMILES: O.[NH2:2][NH2:3].[O:4]=[C:5]1[N:11]2[CH2:12][CH2:13][CH2:14][C@H:10]2[C:9]2=[C:15]([C:18]([O:20]CC)=O)[N:16]=[CH:17][N:8]2[C:7]2[CH:23]=[CH:24][S:25][C:6]1=2>C(O)C>[O:4]=[C:5]1[N:11]2[CH2:12][CH2:13][CH2:14][C@H:10]2[C:9]2=[C:15]([C:18]([NH:2][NH2:3])=[O:20])[N:16]=[CH:17][N:8]2[C:7]2[CH:23]=[CH:24][S:25][C:6]1=2 |f:0.1|. Procedure details: 8 ml of hydrazine hydrate were added to a suspension of 4.0 g (12.6 mmol) of ethyl (S)-10,11,12,12a-tetrahydro-8-oxo-8H-imidazo[5,1-c]pyrrolo[1,2-a]thieno[3,2-e][1,4]diazepine-1-carboxylate in 40 ml of ethanol and the mixture was heated at reflux for 3 hours. After cooling to 0° the crystals obtained were filtered off and there were obtained 3.6 g (94%) of (S)-10,11,12,12a-tetrahydro-8-oxo-8H-imidazo[5,1-c]pyrrolo[1,2-a]thieno[3,2-e][1,4]diazepine-1-carboxylic acid hydrazide as colourless needle... Starting materials: O, N#CC(=C1CSc2ccccc2N1)c1ccc(Cl)cc1, O=S(=O)(O)O. Product: NC(=O)C(=C1CSc2ccccc2N1)c1ccc(Cl)cc1. As a reaction SMILES: [OH2:26].[S:1]1[CH2:2][C:3](=[C:11]([C:12]#[N:13])[c:14]2[cH:15][cH:16][c:17]([Cl:20])[cH:18][cH:19]2)[NH:4][c:5]2[c:6]1[cH:7][cH:8][cH:9][cH:10]2.[S:21]([OH:22])(=[O:23])(=[O:24])[OH:25]>>[S:1]1[CH2:2][C:3](=[C:11]([C:12]([NH2:13])=[O:22])[c:14]2[cH:15][cH:16][c:17]([Cl:20])[cH:18][cH:19]2)[NH:4][c:5]2[c:6]1[cH:7][cH:8][cH:9][cH:10]2. Starting materials: CCOC(C)=O, CCO, CC(C)C(OC(=O)C=Cc1ccccc1)OC(=O)NC1(C(=O)O)CC1. Product: CC(C)C(OC(=O)CCc1ccccc1)OC(=O)NC1(C(=O)O)CC1. Reaction SMILES: [CH2:26]([O:27][C:28](=[O:29])[CH3:30])[CH3:31].[CH3:32][CH2:33][OH:34].[c:1]1([CH:7]=[CH:8][C:9](=[O:10])[O:11][CH:12]([CH:13]([CH3:14])[CH3:15])[O:16][C:17](=[O:18])[NH:19][C:20]2([C:23](=[O:24])[OH:25])[CH2:21][CH2:22]2)[cH:2][cH:3][cH:4][cH:5][cH:6]1>>[c:1]1([CH2:7][CH2:8][C:9](=[O:10])[O:11][CH:12]([CH:13]([CH3:14])[CH3:15])[O:16][C:17](=[O:18])[NH:19][C:20]2([C:23](=[O:24])[OH:25])[CH2:21][CH2:22]2)[cH:2][cH:3][cH:4][cH:5][cH:6]1. Starting materials: CC(C)([O-])C.[K+] (Potassium tert-butoxide), C1(=CC=CC=C1)C1C(CCC1)=O (2-phenylcyclopentanone), IC (Iodomethane). The solvent is O (water), C(C)(C)(C)O (tert-butanol). Conditions: time 45 minute. Product: CC1(C(CCC1)=O)C1=CC=CC=C1 (2-methyl-2-phenyl-cyclopentanone). The yield is 89.9%. RXN SMILES: [CH3:1]C(C)([O-])C.[K+].[C:7]1([CH:13]2[CH2:17][CH2:16][CH2:15][C:14]2=[O:18])[CH:12]=[CH:11][CH:10]=[CH:9][CH:8]=1.IC>C(O)(C)(C)C.O>[CH3:1][C:13]1([C:7]2[CH:12]=[CH:11][CH:10]=[CH:9][CH:8]=2)[CH2:17][CH2:16][CH2:15][C:14]1=[O:18] |f:0.1|. Procedure details: 2-Methyl-2-phenyl-cyclopentanone was prepared using the technique described by Ireland et al., J Org. Chem., 31, 2543 (1966). Potassium tert-butoxide (6.2 g, 55 mmol) was added to a solution of 2-phenylcyclopentanone (8.4 g, 53 mmol) in 100 mL of tert-butanol and the solution was stirred at room temperature for 45 min. Iodomethane (6 mL, 100 mmol) was added and after 2 hours the mixture was diluted with water and extracted twice with ether. The ether extract was washed with water and brine, drie... The reactants are CC(=O)O, Nc1cccc(C(F)(F)F)c1, COC(=O)CC(C)=O, c1ccccc1. Product: COC(=O)C=C(C)Nc1cccc(C(F)(F)F)c1. As a reaction SMILES: [CH3:20][C:21](=[O:22])[OH:23].[F:9][C:10]([c:11]1[cH:12][c:13]([NH2:14])[cH:15][cH:16][cH:17]1)([F:18])[F:19].[O:1]=[C:2]([CH2:3][C:4](=[O:5])[O:6][CH3:7])[CH3:8].[cH:24]1[cH:25][cH:26][cH:27][cH:28][cH:29]1>>[C:2](=[CH:3][C:4](=[O:5])[O:6][CH3:7])([CH3:8])[NH:14][c:13]1[cH:12][c:11]([C:10]([F:9])([F:18])[F:19])[cH:17][cH:16][cH:15]1. Starting materials: Cc1cc(C#N)cc2nc(-c3ccc(CCCOC4CCCCO4)cc3)oc12, Cc1ccc(S(=O)(=O)O)cc1. Yields the product Cc1cc(C#N)cc2nc(-c3ccc(CCCO)cc3)oc12. RXN SMILES: [CH3:1][c:2]1[cH:3][c:4]([C:27]#[N:28])[cH:5][c:6]2[n:7][c:8](-[c:11]3[cH:12][cH:13][c:14]([CH2:17][CH2:18][CH2:19][O:20][CH:21]4[CH2:22][CH2:23][CH2:24][CH2:25][O:26]4)[cH:15][cH:16]3)[o:9][c:10]12.[c:29]1([CH3:30])[cH:31][cH:32][c:33]([S:34]([OH:35])(=[O:36])=[O:37])[cH:38][cH:39]1>>[CH3:1][c:2]1[cH:3][c:4]([C:27]#[N:28])[cH:5][c:6]2[n:7][c:8](-[c:11]3[cH:12][cH:13][c:14]([CH2:17][CH2:18][CH2:19][OH:20])[cH:15][cH:16]3)[o:9][c:10]12.